This data is from the Open Reaction Database (ORD), a public repository of structured organic reaction records. The task is: describe an organic reaction: reactants, conditions, products, and yield As a reaction SMILES: [Cl:1][C:2]1[CH:7]=[CH:6][C:5]([C:8]2[CH:9]=[C:10]([CH:15]=[CH:16][N:17]=2)[C:11]([O:13][CH3:14])=[O:12])=[CH:4][C:3]=1[F:18].Cl>CO.[Pt](=O)=O>[ClH:1].[Cl:1][C:2]1[CH:7]=[CH:6][C:5]([CH:8]2[CH2:9][CH:10]([C:11]([O:13][CH3:14])=[O:12])[CH2:15][CH2:16][NH:17]2)=[CH:4][C:3]=1[F:18] |f:4.5|. The yield is 192.0%. Procedure: Methyl 2-(4-chloro-3-fluorophenyl)isonicotinate (1.473 g, 5.54 mmol) was suspended in MeOH (30 mL) and hydrogen chloride (1.25 M in MeOH, 9.86 mL, 11.09 mmol) was added dropwise during stirring. The solvent was evaporated after 15 min and the HCl salt redissolved in MeOH (10 mL) and platinum(IV) oxide (0.063 g, 0.28 mmol) added. The resulting mixture was hydrogenated in a Büchi hydrogenator at room temperature and 5 bar for 1.5 h. Platinum(IV) oxide (0.038 g, 0.17 mmol) was added and the hydroge... Yields the product Cl.ClC1=C(C=C(C=C1)C1NCCC(C1)C(=O)OC)F (methyl 2-(4-chloro-3-fluorophenyl)piperidine-4-carboxylate hydrochloride). Reagents/catalysts: [Pt](=O)=O (platinum(IV) oxide), [Pt](=O)=O (Platinum(IV) oxide). The solvent is CO (MeOH). Starting materials: ClC1=C(C=C(C=C1)C=1C=C(C(=O)OC)C=CN1)F (Methyl 2-(4-chloro-3-fluorophenyl)isonicotinate), Cl (hydrogen chloride). Conditions: time 1.5 hour.